From a dataset of the Open Reaction Database (ORD), a public repository of structured organic reaction records. describe an organic reaction: reactants, conditions, products, and yield Reactants: CON(C(=O)C=1C(=NC(=NC1)SCC)N)C (4-amino-2-ethylsulfanyl-pyrimidine-5-carboxylic acid methoxy-methyl-amide), COC1=CC=C(C=C1)[Mg]Br (4-methoxyphenylmagnesium bromide). The product is NC1=NC(=NC=C1C(=O)C1=CC=C(C=C1)OC)SCC ((4-amino-2-ethylsulfanyl-pyrimidin-5-yl)-4-methoxy-phenyl-methanone). As a reaction SMILES: CON(C)[C:4]([C:6]1[C:7]([NH2:15])=[N:8][C:9]([S:12][CH2:13][CH3:14])=[N:10][CH:11]=1)=[O:5].[CH3:17][O:18][C:19]1[CH:24]=[CH:23][C:22]([Mg]Br)=[CH:21][CH:20]=1>>[NH2:15][C:7]1[C:6]([C:4]([C:22]2[CH:23]=[CH:24][C:19]([O:18][CH3:17])=[CH:20][CH:21]=2)=[O:5])=[CH:11][N:10]=[C:9]([S:12][CH2:13][CH3:14])[N:8]=1. Reported procedure: The same procedure as described in Example 353 was used, starting from 4-amino-2-ethylsulfanyl-pyrimidine-5-carboxylic acid methoxy-methyl-amide (Example 1) and 4-methoxyphenylmagnesium bromide (Aldrich) to give (4-amino-2-ethylsulfanyl-pyrimidin-5-yl)-4-methoxy-phenyl-methanone. MS (M+H)+, 290.